Dataset: the Open Reaction Database (ORD), a public repository of structured organic reaction records. Task: describe an organic reaction: reactants, conditions, products, and yield The reactants are CN=C=O, CON=C1COc2cc(OCc3ccccc3NO)ccc21, C1CCOC1. The product is CNC(=O)N(O)c1ccccc1COc1ccc2c(c1)OCC2=NOC. Reaction SMILES: [CH3:1][N:2]=[C:3]=[O:4].[CH3:5][O:6][N:7]=[C:8]1[CH2:9][O:10][c:11]2[c:12]1[cH:13][cH:14][c:15]([O:17][CH2:18][c:19]1[c:20]([NH:25][OH:26])[cH:21][cH:22][cH:23][cH:24]1)[cH:16]2.[O:27]1[CH2:28][CH2:29][CH2:30][CH2:31]1>>[CH3:1][NH:2][C:3](=[O:4])[N:25]([c:20]1[c:19]([CH2:18][O:17][c:15]2[cH:14][cH:13][c:12]3[c:11]([cH:16]2)[O:10][CH2:9][C:8]3=[N:7][O:6][CH3:5])[cH:24][cH:23][cH:22][cH:21]1)[OH:26]. The reactants are O=C([O-])[O-], CC1NCCOC1C, FC(F)c1nc2ccccc2n1-c1nc(Cl)nc(N2CCOCC2)n1, Cl, [K+], [K+], CN(C)C=O, O. Yields the product CC1OCCN(c2nc(N3CCOCC3)nc(-n3c(C(F)F)nc4ccccc43)n2)C1C. As a reaction SMILES: [C:35](=[O:36])([O-:37])[O-:38].[CH3:27][CH:28]1[O:29][CH2:30][CH2:31][NH:32][CH:33]1[CH3:34].[Cl:1][c:2]1[n:3][c:4](-[n:14]2[c:15]([CH:23]([F:24])[F:25])[n:16][c:17]3[c:18]2[cH:19][cH:20][cH:21][cH:22]3)[n:5][c:6]([N:8]2[CH2:9][CH2:10][O:11][CH2:12][CH2:13]2)[n:7]1.[ClH:26].[K+:39].[K+:40].[O:41]=[CH:42][N:43]([CH3:44])[CH3:45].[OH2:46]>>[c:2]1([N:32]2[CH2:31][CH2:30][O:29][CH:28]([CH3:27])[CH:33]2[CH3:34])[n:3][c:4](-[n:14]2[c:15]([CH:23]([F:24])[F:25])[n:16][c:17]3[c:18]2[cH:19][cH:20][cH:21][cH:22]3)[n:5][c:6]([N:8]2[CH2:9][CH2:10][O:11][CH2:12][CH2:13]2)[n:7]1. Starting materials: [Al+3], CCOCC, CCCC=Cc1ccccc1C(=O)OC, [H-], [H-], [H-], [H-], [Li+]. Yields the product CCCC=Cc1ccccc1CO. Reaction SMILES: [Al+3:17].[CH2:22]([O:23][CH2:24][CH3:25])[CH3:26].[CH:1](=[CH:2][CH2:3][CH2:4][CH3:5])[c:6]1[c:7]([C:12](=[O:13])[O:14][CH3:15])[cH:8][cH:9][cH:10][cH:11]1.[H-:16].[H-:19].[H-:20].[H-:21].[Li+:18]>>[CH:1](=[CH:2][CH2:3][CH2:4][CH3:5])[c:6]1[c:7]([CH2:12][OH:13])[cH:8][cH:9][cH:10][cH:11]1. The reactants are ice water, FC(C1=CC=C(C=N1)N)(F)F (6-(trifluoromethyl)pyridine-3-amine), N1=CC=CC=C1 (pyridine), ClC(=O)OCC(Cl)(Cl)Cl (2,2,2-trichloroethyl chloroformate). The solvent is CN(C(C)=O)C (N,N-dimethylacetamide). Run at time 1 hour. Product: FC(C1=CC=C(C=N1)NC(OCC(Cl)(Cl)Cl)=O)(F)F (2,2,2-Trichloroethyl [6-(trifluoromethyl)pyridin-3-yl]carbamate). Reaction SMILES: [F:1][C:2]([F:11])([F:10])[C:3]1[N:8]=[CH:7][C:6]([NH2:9])=[CH:5][CH:4]=1.N1C=CC=CC=1.Cl[C:19]([O:21][CH2:22][C:23]([Cl:26])([Cl:25])[Cl:24])=[O:20]>CN(C)C(=O)C>[F:11][C:2]([F:1])([F:10])[C:3]1[N:8]=[CH:7][C:6]([NH:9][C:19](=[O:20])[O:21][CH2:22][C:23]([Cl:26])([Cl:25])[Cl:24])=[CH:5][CH:4]=1. Procedure: To a solution of 6-(trifluoromethyl)pyridine-3-amine (1.00 g, 6.15 mmol) and pyridine (1.50 ml, 18.5 mmol) in N,N-dimethylacetamide (20 ml) was added 2,2,2-trichloroethyl chloroformate (1.17 ml, 8.51 mmol) with ice-cooling, and the mixture was stirred for 1 hour with ice-cooling. The reaction mixture was poured into ice-water and the mixture was extracted with ethyl acetate. The extract was washed with water and dried over anhydrous magnesium sulfate and the solvent was distilled off under reduc... The reactants are C(C(O)C1=CC=CC=C1)(=S)O (thiomandelic acid), C(#N)C1=NC=CC=C1 (2-cyanopyridine), C(#N)C1=CC=C(C(=O)O)C=C1 (4-cyanobenzoic acid), C(C(O)C)(=S)O (thiolactic acid). Yields the product C(=O)(O)C1=CC=C(C=C1)C=1SC(=C(N1)O)C1=CC=CC=C1 (2-(4-Carboxyphenyl)-4-hydroxy-5-phenylthiazole). As a reaction SMILES: [C:1]([OH:11])(=S)[CH:2]([C:4]1[CH:9]=[CH:8][CH:7]=[CH:6][CH:5]=1)O.[C:12]([C:14]1[CH:22]=[CH:21][C:17]([C:18]([OH:20])=[O:19])=[CH:16][CH:15]=1)#[N:13].C(O)(=[S:27])C(C)O.C(C1C=CC=CN=1)#N>>[C:18]([C:17]1[CH:21]=[CH:22][C:14]([C:12]2[S:27][C:2]([C:4]3[CH:5]=[CH:6][CH:7]=[CH:8][CH:9]=3)=[C:1]([OH:11])[N:13]=2)=[CH:15][CH:16]=1)([OH:20])=[O:19]. Procedure details: The title compound was prepared according to the method of Scheme I in a manner analogous to Example 1 except thiomandelic acid and 4-cyanobenzoic acid were used instead of thiolactic acid and 2-cyanopyridine respectively. The reactants are OCc1ccccc1, O=C(O)CCS, Cc1ccc(S(=O)(=O)O)cc1. Product: O=C(CCS)OCc1ccccc1. RXN SMILES: [OH:1][CH2:2][c:3]1[cH:4][cH:5][cH:6][cH:7][cH:8]1.[SH:9][CH2:10][CH2:11][C:12](=[O:13])[OH:14].[c:15]1([CH3:16])[cH:17][cH:18][c:19]([S:20]([OH:21])(=[O:22])=[O:23])[cH:24][cH:25]1>>[O:1]([CH2:2][c:3]1[cH:4][cH:5][cH:6][cH:7][cH:8]1)[C:12]([CH2:11][CH2:10][SH:9])=[O:13]. Starting materials: CC(=O)O, CCOC(=O)c1cn(CC)c2c(OC)c(F)ccc2c1=O, O, O=S(=O)(O)O. Product: CCn1cc(C(=O)O)c(=O)c2ccc(F)c(OC)c21. Reaction SMILES: [C:28]([OH:29])(=[O:30])[CH3:31].[CH2:1]([CH3:2])[n:3]1[cH:4][c:5]([C:17](=[O:18])[O:19][CH2:20][CH3:21])[c:6](=[O:16])[c:7]2[cH:8][cH:9][c:10]([F:15])[c:11]([O:13][CH3:14])[c:12]12.[OH2:27].[S:22](=[O:23])(=[O:24])([OH:25])[OH:26]>>[CH2:1]([CH3:2])[n:3]1[cH:4][c:5]([C:17](=[O:18])[OH:19])[c:6](=[O:16])[c:7]2[cH:8][cH:9][c:10]([F:15])[c:11]([O:13][CH3:14])[c:12]12.